From a dataset of the Open Reaction Database (ORD), a public repository of structured organic reaction records. describe an organic reaction: reactants, conditions, products, and yield Starting materials: C(=O)(OC)C1(CN(CCC1=O)CC1=CC=CC=C1)CC1=CC=CC=C1 (3-carbomethoxy-1,3-dibenzyl-4-piperidone), Cl (HCl). Run in CO (MeOH). Yields the product C(C1=CC=CC=C1)N1CC(C(CC1)=O)CC1=CC=CC=C1 (1,3-dibenzyl-4-piperidone). The yield is 62.3%. RXN SMILES: C([C:5]1([CH2:19][C:20]2[CH:25]=[CH:24][CH:23]=[CH:22][CH:21]=2)[C:10](=[O:11])[CH2:9][CH2:8][N:7]([CH2:12][C:13]2[CH:18]=[CH:17][CH:16]=[CH:15][CH:14]=2)[CH2:6]1)(OC)=O.Cl>CO>[CH2:12]([N:7]1[CH2:8][CH2:9][C:10](=[O:11])[CH:5]([CH2:19][C:20]2[CH:25]=[CH:24][CH:23]=[CH:22][CH:21]=2)[CH2:6]1)[C:13]1[CH:14]=[CH:15][CH:16]=[CH:17][CH:18]=1. Reported procedure: A solution of 3-carbomethoxy-1,3-dibenzyl-4-piperidone (0.61 g, 1.78 mmol), MeOH (10 mL) and 5M HCl aq. (25 mL, 125 mmol) was refluxed overnight. The reaction mixture was concentrated and chromatographed (silica gel, eluting with 4:1 hexane-EtOAc) to give 1,3-dibenzyl-4-piperidone (0.31 g). Reactants: [H-].[Na+] (sodium hydride), CC1=C(N)C(=CC=C1)C (2,6-dimethylaniline), COC(=O)C1=COC(=O)C=C1 (methyl coumalate), [Cl-].[NH4+] (ammonium chloride). Solvent: O1CCCC1 (tetrahydrofuran). Reaction conditions: temperature 60 celsius, time 4 hour. Yields the product CC1=C(C(=CC=C1)C)N1C=C(C=CC1=O)C(=O)OC (Methyl 1-(2,6-dimethylphenyl)-6-oxo-1,6-dihydro-3-pyridinecarboxylate). Yield: 33.5%. RXN SMILES: [H-].[Na+].[CH3:3][C:4]1[CH:10]=[CH:9][CH:8]=[C:7]([CH3:11])[C:5]=1[NH2:6].[CH3:12][O:13][C:14]([C:16]1[CH:22]=[CH:21][C:19](=O)[O:18][CH:17]=1)=[O:15].[Cl-].[NH4+]>O1CCCC1>[CH3:3][C:4]1[CH:10]=[CH:9][CH:8]=[C:7]([CH3:11])[C:5]=1[N:6]1[C:19](=[O:18])[CH:21]=[CH:22][C:16]([C:14]([O:13][CH3:12])=[O:15])=[CH:17]1 |f:0.1,4.5|. Procedure details: To a suspended solution of sodium hydride (60% in oil, 14.5 g) in tetrahydrofuran (240 mL) were added 2,6-dimethylaniline (29.3 g) and methyl coumalate (18.6 g) and the mixture was stirred at 60° C. for 4 hours. To the reaction mixture was added an aqueous solution of ammonium chloride and the mixture was extracted with ethyl acetate. The obtained organic layer was dried and concentrated. The obtained residue was purified by column chromatography on silica gel (hexane:ethyl acetate=3:2) to give ... Starting materials: ( g ), CC(C)(C)N1CCNCC1 (1,1-dimethylethylpiperazine), P(OC)(SC)(N=C=O)=O (O,S-dimethyl phosphoroisocyanatidothioate). The solvent is CCOCC (ether). Product: CC(C)(C)N1CCN(CC1)C(=O)NP(OC)(SC)=O (O,S-Dimethyl ((4-(1,1-Dimethylethyl)-1-piperazinyl)carbonyl)phosphoramidothioate). The yield is 86.0%. RXN SMILES: [CH3:1][C:2]([N:5]1[CH2:10][CH2:9][NH:8][CH2:7][CH2:6]1)([CH3:4])[CH3:3].[P:11](=[O:19])([N:16]=[C:17]=[O:18])([S:14][CH3:15])[O:12][CH3:13]>CCOCC>[CH3:1][C:2]([N:5]1[CH2:10][CH2:9][N:8]([C:17]([NH:16][P:11](=[O:19])([S:14][CH3:15])[O:12][CH3:13])=[O:18])[CH2:7][CH2:6]1)([CH3:4])[CH3:3]. Reported procedure: To a stirred solution of 2.85 grams (g) of 1-(1,1-dimethylethylpiperazine in 60 milliliters (ml) of ether was added dropwise at ambient temperature 3.4 g of O,S-dimethyl phosphoroisocyanatidothioate. A precipitate began to form almost immediately. After a short time this precipitate was collected by filtration, extracted with ether, and dried to obtain 5.34 g of the title compound (86 percent of theory) as white crystals melting at 133-135° C. Reactants: CCC(CC)NC(=O)Oc1ccccc1, CN(C)C=O, [H-], [Na+], Nc1cc(Oc2ccc3[nH]ccc3c2)ccn1. Yields the product CCC(CC)NC(=O)n1ccc2cc(Oc3ccnc(N)c3)ccc21. As a reaction SMILES: [CH2:20]([CH3:21])[CH:22]([CH2:23][CH3:24])[NH:25][C:26]([O:27][c:29]1[cH:30][cH:31][cH:32][cH:33][cH:34]1)=[O:28].[CH3:35][N:36]([CH3:37])[CH:38]=[O:39].[H-:18].[Na+:19].[nH:1]1[cH:2][cH:3][c:4]2[cH:5][c:6]([O:10][c:11]3[cH:12][c:13]([NH2:17])[n:14][cH:15][cH:16]3)[cH:7][cH:8][c:9]12>>[n:1]1([C:26]([NH:25][CH:22]([CH2:20][CH3:21])[CH2:23][CH3:24])=[O:27])[cH:2][cH:3][c:4]2[cH:5][c:6]([O:10][c:11]3[cH:12][c:13]([NH2:17])[n:14][cH:15][cH:16]3)[cH:7][cH:8][c:9]12. Reactants: C1OC=2C=C(C=CC2O1)C(CCl)O (1-(3,4-methylenedioxyphenyl)-2-chloroethanol), C(C)N (ethylamine). Solvent: C(C)O (ethanol). Yields the product Cl.C1OC=2C=C(C=CC2O1)C(CNCC)O (1-(3,4-methylenedioxyphenyl)-2-ethylaminoethanol hydrochloride). RXN SMILES: [CH2:1]1[O:9][C:8]2[CH:7]=[CH:6][C:5]([CH:10]([OH:13])[CH2:11][Cl:12])=[CH:4][C:3]=2[O:2]1.[CH2:14]([NH2:16])[CH3:15]>C(O)C>[ClH:12].[CH2:1]1[O:9][C:8]2[CH:7]=[CH:6][C:5]([CH:10]([OH:13])[CH2:11][NH:16][CH2:14][CH3:15])=[CH:4][C:3]=2[O:2]1 |f:3.4|. Procedure details: 19.5 g. of 1-(3,4-methylenedioxyphenyl)-2-chloroethanol are added to a solution of 170 g. of ethylamine in 200 ml. of cooled ethanol and the mixture is heated at 80° C. for 8 hours in an autoclave. After cooling, the ethanol and excess ethylamine are distilled off under reduced pressure. The residue is extracted with 100 ml. of 1N HCl and the extract is washed twice with 100 ml. of ether. The hydrochloric acid extract solution is made basic with 1N caustic soda and the liberated oil is extracted...